Task: describe an organic reaction: reactants, conditions, products, and yield. Dataset: the Open Reaction Database (ORD), a public repository of structured organic reaction records The reactants are C1(=CC=CC=C1)C1=CC2=C(N=CN=C2OC2=CC=C(C=C2)N)N1 (4-(6-phenyl-7H-pyrrolo[2,3-d]pyrimidin-4-yloxy)phenylamine), FC1=CC=C(C=C1)N=C=O (4-fluorophenyl isocyanate). Run in C1(=CC=CC=C1)C (toluene), C(C)#N (acetonitrile). Reaction conditions: time 1 hour. Yields the product FC1=CC=C(C=C1)NC(=O)NC1=CC=C(C=C1)OC=1C2=C(N=CN1)NC(=C2)C2=CC=CC=C2 (1-(4-Fluorophenyl)-3-[4-(6-phenyl-7H-pyrrolo[2,3-d]pyrimidin-4-yloxy)phenyl]urea). As a reaction SMILES: [C:1]1([C:7]2[NH:23][C:10]3[N:11]=[CH:12][N:13]=[C:14]([O:15][C:16]4[CH:21]=[CH:20][C:19]([NH2:22])=[CH:18][CH:17]=4)[C:9]=3[CH:8]=2)[CH:6]=[CH:5][CH:4]=[CH:3][CH:2]=1.[F:24][C:25]1[CH:30]=[CH:29][C:28]([N:31]=[C:32]=[O:33])=[CH:27][CH:26]=1>C1(C)C=CC=CC=1.C(#N)C>[F:24][C:25]1[CH:30]=[CH:29][C:28]([NH:31][C:32]([NH:22][C:19]2[CH:20]=[CH:21][C:16]([O:15][C:14]3[C:9]4[CH:8]=[C:7]([C:1]5[CH:2]=[CH:3][CH:4]=[CH:5][CH:6]=5)[NH:23][C:10]=4[N:11]=[CH:12][N:13]=3)=[CH:17][CH:18]=2)=[O:33])=[CH:27][CH:26]=1. Procedure details: After dissolving 40 mg of 4-(6-phenyl-7H-pyrrolo[2,3-d]pyrimidin-4-yloxy)phenylamine in 4.5 ml of toluene and 4.5 ml of acetonitrile at 110° C., 4-fluorophenyl isocyanate (16.6 μl) was added and the mixture was stirred for 1 hour. After returning the mixture to room temperature, the precipitated crystals were filtered out and dried to obtain 37 mg of the title compound. The reactants are CO, [H][H], FC(F)(F)c1ccc(C(=C2CCNCC2)c2ccccc2)cc1. The product is FC(F)(F)c1ccc(C(c2ccccc2)C2CCNCC2)cc1. As a reaction SMILES: [CH3:24][OH:25].[H:26][H:27].[c:1]1([C:7](=[C:8]2[CH2:9][CH2:10][NH:11][CH2:12][CH2:13]2)[c:14]2[cH:15][cH:16][c:17]([C:20]([F:21])([F:22])[F:23])[cH:18][cH:19]2)[cH:2][cH:3][cH:4][cH:5][cH:6]1>>[c:1]1([CH:7]([CH:8]2[CH2:9][CH2:10][NH:11][CH2:12][CH2:13]2)[c:14]2[cH:15][cH:16][c:17]([C:20]([F:21])([F:22])[F:23])[cH:18][cH:19]2)[cH:2][cH:3][cH:4][cH:5][cH:6]1. The reactants are O=C(O)C1CCCN1, O=P(=O)C1CCCN1, [O-]P(Oc1ccccc1)Oc1ccccc1. Product: O=P(Oc1ccccc1)(Oc1ccccc1)C1CCCN1. RXN SMILES: [OH:25][C:26]([CH:27]1[NH:28][CH2:29][CH2:30][CH2:31]1)=[O:32].[P:17](=[O:18])(=[O:19])[CH:20]1[NH:21][CH2:22][CH2:23][CH2:24]1.[P:1]([O:2][c:3]1[cH:4][cH:5][cH:6][cH:7][cH:8]1)([O:9][c:10]1[cH:11][cH:12][cH:13][cH:14][cH:15]1)[O-:16]>>[P:1]([O:2][c:3]1[cH:4][cH:5][cH:6][cH:7][cH:8]1)([O:9][c:10]1[cH:11][cH:12][cH:13][cH:14][cH:15]1)(=[O:16])[CH:20]1[NH:21][CH2:22][CH2:23][CH2:24]1. Starting materials: O=C1C(NS(C2=C1C=CC=C2)(=O)=O)C(=O)NC2=COC1=C(C2=O)C=CC=C1 (3,4-dihydro-4-oxo-N-(4-oxo-4H-1-benzopyran-3-yl)-2H-1,2-benzothiazine-3-carboxamide 1,1-dioxide), [H-].[Na+] (sodium hydride), C(C)I (ethyl iodide). Solvent: CN(C=O)C (dimethylformamide). The product is C(C)N1S(C2=C(C(C1C(=O)NC1=COC3=C(C1=O)C=CC=C3)=O)C=CC=C2)(=O)=O (2-ethyl-3,4-dihydro-4-oxo-N-(4-oxo-4H-1-benzopyran-3-yl)-2H-1,2-benzothiazine-3-carboxamide 1,1-dioxide). RXN SMILES: [O:1]=[C:2]1[C:7]2[CH:8]=[CH:9][CH:10]=[CH:11][C:6]=2[S:5](=[O:13])(=[O:12])[NH:4][CH:3]1[C:14]([NH:16][C:17]1[C:22](=[O:23])[C:21]2[CH:24]=[CH:25][CH:26]=[CH:27][C:20]=2[O:19][CH:18]=1)=[O:15].[H-].[Na+].[CH2:30](I)[CH3:31]>CN(C)C=O>[CH2:30]([N:4]1[CH:3]([C:14]([NH:16][C:17]2[C:22](=[O:23])[C:21]3[CH:24]=[CH:25][CH:26]=[CH:27][C:20]=3[O:19][CH:18]=2)=[O:15])[C:2](=[O:1])[C:7]2[CH:8]=[CH:9][CH:10]=[CH:11][C:6]=2[S:5]1(=[O:13])=[O:12])[CH3:31] |f:1.2|. Reported procedure: 5,0 g of 3,4-dihydro-4-oxo-N-(4-oxo-4H-1-benzopyran-3-yl)-2H-1,2-benzothiazine-3-carboxamide 1,1-dioxide and 0,68 g of a sodium hydride suspension (50% in petroleum) are dissolved, with rigorous stirring, in 100 ml of dimethylformamide of 4°. 2,5 g of ethyl iodide are added and allowed to react for 2 hours. The reaction mixture is concentrated to one-third of its original volume, and ethanol is slowly added until crystals begin to precipitate. After some standing at room temperature, the crystal...